From a dataset of the Open Reaction Database (ORD), a public repository of structured organic reaction records. describe an organic reaction: reactants, conditions, products, and yield Starting materials: CCOC(=O)c1c(C)cccc1OC, CCO, [Na+], [OH-], O. The product is COc1cccc(C)c1C(=O)O. As a reaction SMILES: [CH2:1]([CH3:2])[O:3][C:4]([c:5]1[c:6]([O:12][CH3:13])[cH:7][cH:8][cH:9][c:10]1[CH3:11])=[O:14].[CH3:17][CH2:18][OH:19].[Na+:16].[OH-:15].[OH2:20]>>[O:3]=[C:4]([c:5]1[c:6]([O:12][CH3:13])[cH:7][cH:8][cH:9][c:10]1[CH3:11])[OH:14]. The reactants are [N+](=O)([O-])C1=CC=C(OCCCOC2=C(C3=C(C(CC(O3)(CCC(=O)OCC)CCC(=O)OCC)=O)C=C2)CCC)C=C1 (diethyl 3,4-dihydro-7-[3-(4-nitrophenoxy)propoxy]-4-oxo-8-propyl-2H-1-benzopyran-2,2-dipropanoate). Reagents/catalysts: [Ni] (Raney nickel). Run in C(C)O (ethanol). Run at time 3.25 hour. The product is NC1=CC=C(OCCCOC2=C(C3=C(C(CC(O3)(CCC(=O)OCC)CCC(=O)OCC)=O)C=C2)CCC)C=C1 (diethyl 7-[3-(4-aminophenoxy)propoxy]-3,4-dihydro-4-oxo-8-propyl-2H-1-benzopyran-2,2-dipropanoate). As a reaction SMILES: [N+:1]([C:4]1[CH:42]=[CH:41][C:7]([O:8][CH2:9][CH2:10][CH2:11][O:12][C:13]2[CH:37]=[CH:36][C:16]3[C:17](=[O:35])[CH2:18][C:19]([CH2:28][CH2:29][C:30]([O:32][CH2:33][CH3:34])=[O:31])([CH2:21][CH2:22][C:23]([O:25][CH2:26][CH3:27])=[O:24])[O:20][C:15]=3[C:14]=2[CH2:38][CH2:39][CH3:40])=[CH:6][CH:5]=1)([O-])=O>C(O)C.[Ni]>[NH2:1][C:4]1[CH:5]=[CH:6][C:7]([O:8][CH2:9][CH2:10][CH2:11][O:12][C:13]2[CH:37]=[CH:36][C:16]3[C:17](=[O:35])[CH2:18][C:19]([CH2:21][CH2:22][C:23]([O:25][CH2:26][CH3:27])=[O:24])([CH2:28][CH2:29][C:30]([O:32][CH2:33][CH3:34])=[O:31])[O:20][C:15]=3[C:14]=2[CH2:38][CH2:39][CH3:40])=[CH:41][CH:42]=1. Reported procedure: A solution of 363 mg (0.62 mmol) of the title product of Example 38 in 45 ml of ethanol was treated with 36 mg of Raney nickel and then hydrogenated at atmospheric pressure and room temperature for 3.25 hr. The reaction mixture was filtered and the solvent was removed under reduced pressure. Chromotography of the residue over silica gel using 50-50 ethyl acetate/hexane as eluent gave the title compound as a white solid, m.p. 125.5°-127° C. Reactants: CCOC(=O)CCc1cc(Cl)ccc1NC1CCN(C(=O)OC(C)(C)C)CC1, CO, [Na+], [OH-], O. The product is CC(C)(C)OC(=O)N1CCC(Nc2ccc(Cl)cc2CCC(=O)O)CC1. As a reaction SMILES: [C:1]([CH3:2])([CH3:3])([CH3:4])[O:5][C:6](=[O:7])[N:8]1[CH2:9][CH2:10][CH:11]([NH:14][c:15]2[c:16]([CH2:22][CH2:23][C:24](=[O:25])[O:26][CH2:27][CH3:28])[cH:17][c:18]([Cl:21])[cH:19][cH:20]2)[CH2:12][CH2:13]1.[CH3:31][OH:32].[Na+:30].[OH-:29].[OH2:33]>>[C:1]([CH3:2])([CH3:3])([CH3:4])[O:5][C:6](=[O:7])[N:8]1[CH2:9][CH2:10][CH:11]([NH:14][c:15]2[c:16]([CH2:22][CH2:23][C:24](=[O:25])[OH:26])[cH:17][c:18]([Cl:21])[cH:19][cH:20]2)[CH2:12][CH2:13]1. Reactants: C(N)(=O)C=1C(=NC(=CN1)OC1=CC(=CC=C1)[N+](=O)[O-])NC1=CC=C(C=C1)N1CCN(CC1)C(=O)OC(C)(C)C (tert-butyl 4-(4-{[3-carbamoyl-6-(3-nitrophenoxy)pyrazin-2-yl]amino}phenyl)piperazine-1-carboxylate), ClN1C(CCC1=O)=O (N-chlorosuccinimide). The solvent is C(Cl)(Cl)Cl (chloroform). Reaction conditions: temperature 50 celsius, time 15 hour. The product is C(N)(=O)C=1C(=NC(=CN1)OC1=CC(=CC=C1)[N+](=O)[O-])NC1=CC(=C(C=C1)N1CCN(CC1)C(=O)OC(C)(C)C)Cl (tert-butyl 4-(4-{[3-carbamoyl-6-(3-nitrophenoxy)pyrazin-2-yl]amino}-2-chlorophenyl)piperazine-1-carboxylate). Isolated yield 98.7%. Reaction SMILES: [C:1]([C:4]1[C:5]([NH:20][C:21]2[CH:26]=[CH:25][C:24]([N:27]3[CH2:32][CH2:31][N:30]([C:33]([O:35][C:36]([CH3:39])([CH3:38])[CH3:37])=[O:34])[CH2:29][CH2:28]3)=[CH:23][CH:22]=2)=[N:6][C:7]([O:10][C:11]2[CH:16]=[CH:15][CH:14]=[C:13]([N+:17]([O-:19])=[O:18])[CH:12]=2)=[CH:8][N:9]=1)(=[O:3])[NH2:2].[Cl:40]N1C(=O)CCC1=O>C(Cl)(Cl)Cl>[C:1]([C:4]1[C:5]([NH:20][C:21]2[CH:22]=[CH:23][C:24]([N:27]3[CH2:28][CH2:29][N:30]([C:33]([O:35][C:36]([CH3:39])([CH3:38])[CH3:37])=[O:34])[CH2:31][CH2:32]3)=[C:25]([Cl:40])[CH:26]=2)=[N:6][C:7]([O:10][C:11]2[CH:16]=[CH:15][CH:14]=[C:13]([N+:17]([O-:19])=[O:18])[CH:12]=2)=[CH:8][N:9]=1)(=[O:3])[NH2:2]. Reported procedure: To a mixture of tert-butyl 4-(4-{[3-carbamoyl-6-(3-nitrophenoxy)pyrazin-2-yl]amino}phenyl)piperazine-1-carboxylate (1 g) and chloroform (30 mL) was added N-chlorosuccinimide (262 mg), and the reaction mixture was stirred at 50° C. for 15 hours and further, at 60° C. for 24 hours. To the reaction mixture was added silica gel, and the solvent was evaporated under reduced pressure and then purified by silica gel column chromatography (eluent; chloroform) to obtain tert-butyl 4-(4-{[3-carbamoyl-6-(3... The reactants are C(C)OC(C(C1=CC=C(C=C1)OCCCN1C=2C=CC=CC2C2=CC=CC=C2C1=O)=O)=O (4-[3-(5,6-dihydro-6-oxo-5-phenanthridinyl)propoxy]-alpha-oxobenzeneacetic acid ethyl ester), C([O-])([O-])=O.[Na+].[Na+] (sodium carbonate). Run in CO (methanol), O (water). Conditions: time 4 hour. The product is O=C1N(C=2C=CC=CC2C2=CC=CC=C12)CCCOC1=CC=C(C=C1)C(C(=O)O)=O (4-[3-(5,6-dihydro-6-oxo-5-phenanthridinyl)propoxy]-alpha-oxobenzeneacetic acid). Isolated yield 85.9%. RXN SMILES: C([O:3][C:4](=[O:32])[C:5](=[O:31])[C:6]1[CH:11]=[CH:10][C:9]([O:12][CH2:13][CH2:14][CH2:15][N:16]2[C:29](=[O:30])[C:28]3[C:23](=[CH:24][CH:25]=[CH:26][CH:27]=3)[C:22]3[CH:21]=[CH:20][CH:19]=[CH:18][C:17]2=3)=[CH:8][CH:7]=1)C.C(=O)([O-])[O-].[Na+].[Na+]>CO.O>[O:30]=[C:29]1[C:28]2[C:23](=[CH:24][CH:25]=[CH:26][CH:27]=2)[C:22]2[CH:21]=[CH:20][CH:19]=[CH:18][C:17]=2[N:16]1[CH2:15][CH2:14][CH2:13][O:12][C:9]1[CH:8]=[CH:7][C:6]([C:5](=[O:31])[C:4]([OH:32])=[O:3])=[CH:11][CH:10]=1 |f:1.2.3|. Procedure: A solution of 4-[3-(5,6-dihydro-6-oxo-5-phenanthridinyl)propoxy]-alpha-oxobenzeneacetic acid ethyl ester (0.4 g) in hot methanol (80 mL) was treated with sodium carbonate (0.118 g) in water (1.5 mL), and the reaction was stirred at room temperature for 4 hours. After the methanol was removed in vacuo, dichloromethane and water were added and the mixture was acidified with 3N hydrochloric acid. The resulting solid was filtered off, dried and crystallized from ethyl acetate-tetrahydrofuran to yiel... Starting materials: Cl.C1(CC1)COC1=C(C=C(C(=C1)F)OC)C1=C2C(=NC=C1)C(=C(N2)C)C(=O)NC2CCNCC2 (7-[2-(cyclopropylmethoxy)-4-fluoro-5-methoxyphenyl]-2-methyl-N-(piperidin-4-yl)-1H-pyrrolo[3,2-b]pyridine-3-carboxamide hydrochloride), C(C)(=O)Cl (acetyl chloride). Yields the product C(C)(=O)N1CCC(CC1)NC(=O)C1=C(NC=2C1=NC=CC2C2=C(C=C(C(=C2)OC)F)OCC2CC2)C (N-(1-Acetylpiperidin-4-yl)-7-[2-(cyclopropylmethoxy)-4-fluoro-5-methoxyphenyl]-2-methyl-1H-pyrrolo[3,2-b]pyridine-3-carboxamide). Reaction SMILES: Cl.[CH:2]1([CH2:5][O:6][C:7]2[CH:12]=[C:11]([F:13])[C:10]([O:14][CH3:15])=[CH:9][C:8]=2[C:16]2[CH:21]=[CH:20][N:19]=[C:18]3[C:22]([C:26]([NH:28][CH:29]4[CH2:34][CH2:33][NH:32][CH2:31][CH2:30]4)=[O:27])=[C:23]([CH3:25])[NH:24][C:17]=23)[CH2:4][CH2:3]1.[C:35](Cl)(=[O:37])[CH3:36]>>[C:35]([N:32]1[CH2:31][CH2:30][CH:29]([NH:28][C:26]([C:22]2[C:18]3=[N:19][CH:20]=[CH:21][C:16]([C:8]4[CH:9]=[C:10]([O:14][CH3:15])[C:11]([F:13])=[CH:12][C:7]=4[O:6][CH2:5][CH:2]4[CH2:4][CH2:3]4)=[C:17]3[NH:24][C:23]=2[CH3:25])=[O:27])[CH2:34][CH2:33]1)(=[O:37])[CH3:36] |f:0.1|. Reported procedure: Starting from 7-[2-(cyclopropylmethoxy)-4-fluoro-5-methoxyphenyl]-2-methyl-N-(piperidin-4-yl)-1H-pyrrolo[3,2-b]pyridine-3-carboxamide hydrochloride (example D.f21) and commercially available acetyl chloride the title compound is obtained as colorless solid. The reactants are ClC=1C=C2C(=CC1)N(CC21CCN(CC1)C(=O)OC(C)(C)C)C=1C2=C(N=CN1)[C@@H](C[C@H]2C)OC(C2=CC=C(C=C2)[N+](=O)[O-])=O (tert-butyl 5-chloro-1-((5R,7R)-5-methyl-7-(4-nitrobenzoyloxy)-6,7-dihydro-5H-cyclopenta[d]pyrimidin-4-yl)spiro[indoline-3,4′-piperidine]-1′-carboxylate), [N+](=O)([O-])C1=CC=C(C(=O)O[C@@H]2C[C@H](C3=C2N=CN=C3N3CC2(CCN(CC2)CC2=CC=CC=C2)C2=C(C=CC=C32)CNC(C)=O)C)C=C1 ((5R,7R)-4-(4-(acetamidomethyl)-1′-benzylspiro[indoline-3,4′-piperidine]-1-yl)-5-methyl-6,7-dihydro-5H-cyclopenta[d]pyrimidin-7-yl 4-nitrobenzoate). The product is C(C1=CC=CC=C1)N1CCC2(CC1)CN(C1=CC=CC(=C12)CNC(C)=O)C=1C2=C(N=CN1)[C@@H](C[C@H]2C)O (N-((1′-benzyl-1-((5R,7R)-7-hydroxy-5-methyl-6,7-dihydro-5H-cyclopenta[d]pyrimidin-4-yl)spiro[indoline-3,4′-piperidine]-4-yl)methyl)acetamide). As a reaction SMILES: ClC1C=C2C3(CCN(C(OC(C)(C)C)=O)CC3)CN(C3C4[C@H](C)C[C@@H](OC(=O)C5C=CC([N+]([O-])=O)=CC=5)C=4N=CN=3)C2=CC=1.[N+](C1C=CC(C([O:54][C@H:55]2[C:59]3[N:60]=[CH:61][N:62]=[C:63]([N:64]4[C:84]5[C:79](=[C:80]([CH2:85][NH:86][C:87](=[O:89])[CH3:88])[CH:81]=[CH:82][CH:83]=5)[C:66]5([CH2:71][CH2:70][N:69]([CH2:72][C:73]6[CH:78]=[CH:77][CH:76]=[CH:75][CH:74]=6)[CH2:68][CH2:67]5)[CH2:65]4)[C:58]=3[C@H:57]([CH3:90])[CH2:56]2)=O)=CC=1)([O-])=O>>[CH2:72]([N:69]1[CH2:68][CH2:67][C:66]2([C:79]3[C:84](=[CH:83][CH:82]=[CH:81][C:80]=3[CH2:85][NH:86][C:87](=[O:89])[CH3:88])[N:64]([C:63]3[C:58]4[C@H:57]([CH3:90])[CH2:56][C@@H:55]([OH:54])[C:59]=4[N:60]=[CH:61][N:62]=3)[CH2:65]2)[CH2:71][CH2:70]1)[C:73]1[CH:74]=[CH:75][CH:76]=[CH:77][CH:78]=1. Procedure details: N-((1′-benzyl-1-((5R,7R)-7-hydroxy-5-methyl-6,7-dihydro-5H-cyclopenta[d]pyrimidin-4-yl)spiro[indoline-3,4′-piperidine]-4-yl)methyl)acetamide was prepared by the procedures described in Example 3, Step 12, substituting (tert-butyl 5-chloro-1-((5R,7R)-5-methyl-7-(4-nitrobenzoyloxy)-6,7-dihydro-5H-cyclopenta[d]pyrimidin-4-yl)spiro[indoline-3,4′-piperidine]-1′-carboxylate with (5R,7R)-4-(4-(acetamidomethyl)-1′-benzylspiro[indoline-3,4′-piperidine]-1-yl)-5-methyl-6,7-dihydro-5H-cyclopenta[d]pyrimidin...